This data is from the Open Reaction Database (ORD), a public repository of structured organic reaction records. The task is: describe an organic reaction: reactants, conditions, products, and yield The reactants are O=C(CCP(OCC)(=O)C(OCC)OCC)C (ethyl 3-oxobutyl(diethoxymethyl)phosphinate), C(C)(=O)[O-].[NH4+] (ammonium acetate), C(#N)[BH3-].[Na+] (sodium cyanoborohydride), Cl (hydrochloric acid). Run in CO (methanol). Run at time 2.5 hour. The product is NC(CCP(OCC)(=O)C(OCC)OCC)C (ethyl 3-aminobutyl(diethoxymethyl)phosphinate). As a reaction SMILES: O=[C:2]([CH3:17])[CH2:3][CH2:4][P:5]([CH:10]([O:14][CH2:15][CH3:16])[O:11][CH2:12][CH3:13])(=[O:9])[O:6][CH2:7][CH3:8].C([O-])(=O)C.[NH4+].C([BH3-])#[N:24].[Na+].Cl>CO>[NH2:24][CH:2]([CH3:17])[CH2:3][CH2:4][P:5]([CH:10]([O:14][CH2:15][CH3:16])[O:11][CH2:12][CH3:13])(=[O:9])[O:6][CH2:7][CH3:8] |f:1.2,3.4|. Procedure: To a solution of 8.0 g of ethyl 3-oxobutyl(diethoxymethyl)phosphinate in 100 ml of methanol is added 22.8 g of ammonium acetate and 1.3 g of sodium cyanoborohydride. The mixture is stirred under an atmosphere of nitrogen at room temperature for a period of 2.5 h, and then left to stand overnight. The mixture is then acidified to pH 2 with the requisite amount of dilute hydrochloric acid and the methanol is evaporated under reduced pressure. The crude product is dissolved in 25 ml of water, washe... Reactants: FC1=C(C(=CC(=C1)OC)F)C/1=C(CCC\C1=C/C=C\1/N(C2=CC=C(C=C2C1(C)C)S(=O)(=O)[O-])CCCCS(=O)(=O)[O-])/C=C/C1=[N+](C2=CC=C(C=C2C1(C)C)S(=O)(=O)[O-])CCCCS(=O)(=O)[O-].[Na+].[Na+].[Na+] (Sodium 2-((E)-2-((E)-2-(2,6-Difluoro-4-methoxyphenyl)-3-((E)-2-(3,3-dimethyl-5-sulfonato-1-(4-sulfonatobutyl)indolin-2-ylidene)ethylidene)cyclohex-1-enyl)vinyl)-3,3-dimethyl-1-(4-sulfonatobutyl)-3H-indolium-5-sulfonate), B(O)(O)C=1C(=C(OCCCC(=O)O)C=CC1F)F (4-(3-borono-2,4-difluorophenoxy)butanoic acid). Yields the product C(=O)(O)CCCOC=1C(=C(C(=CC1)F)C/1=C(CCC\C1=C/C=C\1/N(C2=CC=C(C=C2C1(C)C)S(=O)(=O)[O-])CCCCS(=O)(=O)[O-])/C=C/C1=[N+](C2=CC=C(C=C2C1(C)C)S(=O)(=O)[O-])CCCCS(=O)(=O)[O-])F.[Na+].[Na+].[Na+] (Sodium 2-((E)-2-((E)-2-(3-(3-Carboxypropoxy)-2,6-difluorophenyl)-3-((E)-2-(3,3-dimethyl-5-sulfonato-1-(4-sulfonatobutyl)indolin-2-ylidene)ethylidene)cyclohex-1-enyl)vinyl)-3,3-dimethyl-1-(4-sulfonatobutyl)-3H-indolium-5-sulfonate). RXN SMILES: FC1C=C(OC)C=C(F)C=1[C:11]1=[C:12]([CH:42]=[CH:43][C:44]2[C:52]([CH3:54])([CH3:53])[C:51]3[C:46](=[CH:47][CH:48]=[C:49]([S:55]([O-:58])(=[O:57])=[O:56])[CH:50]=3)[N+:45]=2[CH2:59][CH2:60][CH2:61][CH2:62][S:63]([O-:66])(=[O:65])=[O:64])[CH2:13][CH2:14][CH2:15]/[C:16]/1=[CH:17]\[CH:18]=[C:19]1\[N:20]([CH2:34][CH2:35][CH2:36][CH2:37][S:38]([O-:41])(=[O:40])=[O:39])[C:21]2[C:26]([C:27]\1([CH3:29])[CH3:28])=[CH:25][C:24]([S:30]([O-:33])(=[O:32])=[O:31])=[CH:23][CH:22]=2.[Na+:67].[Na+].[Na+].B([C:73]1[C:74]([F:87])=[C:75]([CH:83]=[CH:84][C:85]=1[F:86])[O:76][CH2:77][CH2:78][CH2:79][C:80]([OH:82])=[O:81])(O)O>>[C:80]([CH2:79][CH2:78][CH2:77][O:76][C:75]1[C:74]([F:87])=[C:73]([C:11]2=[C:16]([CH:17]=[CH:18][C:19]3[C:27]([CH3:29])([CH3:28])[C:26]4[C:21](=[CH:22][CH:23]=[C:24]([S:30]([O-:33])(=[O:31])=[O:32])[CH:25]=4)[N+:20]=3[CH2:34][CH2:35][CH2:36][CH2:37][S:38]([O-:41])(=[O:40])=[O:39])[CH2:15][CH2:14][CH2:13]/[C:12]/2=[CH:42]\[CH:43]=[C:44]2\[N:45]([CH2:59][CH2:60][CH2:61][CH2:62][S:63]([O-:66])(=[O:65])=[O:64])[C:46]3[C:51]([C:52]\2([CH3:54])[CH3:53])=[CH:50][C:49]([S:55]([O-:58])(=[O:56])=[O:57])=[CH:48][CH:47]=3)[C:85]([F:86])=[CH:84][CH:83]=1)([OH:82])=[O:81].[Na+:67].[Na+:67].[Na+:67] |f:0.1.2.3,5.6.7.8|. Reported procedure: Compound 37 is prepared analogously to compound 17, except with 4-(3-borono-2,4-difluorophenoxy)butanoic acid as a starting material.